Dataset: the Open Reaction Database (ORD), a public repository of structured organic reaction records. Task: describe an organic reaction: reactants, conditions, products, and yield The reactants are CC1(OC2=C(C(O1)=O)C=CC(=C2)OC2=C(C=C(C=O)C=C2F)F)C (4-(2,2-Dimethyl-4-oxo-4H-benzo[1,3]dioxin-7-yloxy)-3,5-difluoro-benzaldehyde), [OH-].[K+] (potassium hydroxide), CC(CCN)C (3-methyl-butylamine), C(C)(=O)O[BH-](OC(C)=O)OC(C)=O.[Na+] (sodium triacetoxyborohydride). Run in ClCCCl (1,2-dichloroethane). Conditions: time 1 hour. Yields the product FC1=C(OC2=CC3=C(C(OC(O3)(C)C)=O)C=C2)C(=CC(=C1)CNCCC(C)C)F (7-{2,6-Difluoro-4-[(3-methyl-butylamino)-methyl]-phenoxy}-2,2-dimethyl-benzo[1,3]dioxin-4-one). Reaction SMILES: [CH3:1][C:2]1([CH3:24])[O:7][C:6](=[O:8])[C:5]2[CH:9]=[CH:10][C:11]([O:13][C:14]3[C:21]([F:22])=[CH:20][C:17]([CH:18]=O)=[CH:16][C:15]=3[F:23])=[CH:12][C:4]=2[O:3]1.[CH3:25][CH:26]([CH3:30])[CH2:27][CH2:28][NH2:29].C(O[BH-](OC(=O)C)OC(=O)C)(=O)C.[Na+].[OH-].[K+]>ClCCCl>[F:22][C:21]1[CH:20]=[C:17]([CH2:18][NH:29][CH2:28][CH2:27][CH:26]([CH3:30])[CH3:25])[CH:16]=[C:15]([F:23])[C:14]=1[O:13][C:11]1[CH:10]=[CH:9][C:5]2[C:6](=[O:8])[O:7][C:2]([CH3:24])([CH3:1])[O:3][C:4]=2[CH:12]=1 |f:2.3,4.5|. Reported procedure: 4-(2,2-Dimethyl-4-oxo-4H-benzo[1,3]dioxin-7-yloxy)-3,5-difluoro-benzaldehyde (I-1b-2: 1.0 g) and 3-methyl-butylamine (0.31 g) were combined in 1,2-dichloroethane (25 mL). After stirring at ambient temperature for 1 hour, sodium triacetoxyborohydride (3.3 g) was added to the solution. After stirring overnight, the reaction mixture was treated with an aqueous 2 N potassium hydroxide solution, the organic phase was separated, dried over magnesium sulfate, filtered, and evaporated to provide the tit... The reactants are C(C)OC(C[C@@H](C1=C(C=CC=C1)C)NC(=O)C1=NN(C(=C1)OCC1=C(C=CC=C1)C#N)C1=C(C=CC=C1)F)=O ((S)-3-{[5-(2-cyano-benzyloxy)-1-(2-fluoro-phenyl)-1H-pyrazole-3-carbonyl]-amino}-3-o-tolyl-propionic acid ethyl ester), [OH-].[Li+] (lithium hydroxide). Solvent: C1CCOC1 (THF), O (water). Conditions: time 3 hour. Yields the product C(#N)C1=C(COC2=CC(=NN2C2=C(C=CC=C2)F)C(=O)N[C@@H](CC(=O)O)C2=C(C=CC=C2)C)C=CC=C1 ((S)-3-{[5-(2-Cyano-benzyloxy)-1-(2-fluoro-phenyl)-1H-pyrazole-3-carbonyl]-amino}-3-o-tolyl-propionic acid). Isolated yield 22.6%. As a reaction SMILES: C([O:3][C:4](=[O:39])[CH2:5][C@H:6]([NH:14][C:15]([C:17]1[CH:21]=[C:20]([O:22][CH2:23][C:24]2[CH:29]=[CH:28][CH:27]=[CH:26][C:25]=2[C:30]#[N:31])[N:19]([C:32]2[CH:37]=[CH:36][CH:35]=[CH:34][C:33]=2[F:38])[N:18]=1)=[O:16])[C:7]1[CH:12]=[CH:11][CH:10]=[CH:9][C:8]=1[CH3:13])C.[OH-].[Li+]>C1COCC1.O>[C:30]([C:25]1[CH:26]=[CH:27][CH:28]=[CH:29][C:24]=1[CH2:23][O:22][C:20]1[N:19]([C:32]2[CH:37]=[CH:36][CH:35]=[CH:34][C:33]=2[F:38])[N:18]=[C:17]([C:15]([NH:14][C@H:6]([C:7]2[CH:12]=[CH:11][CH:10]=[CH:9][C:8]=2[CH3:13])[CH2:5][C:4]([OH:39])=[O:3])=[O:16])[CH:21]=1)#[N:31] |f:1.2|. Procedure: 210 mg (0.4 mmol) of (S)-3-{[5-(2-cyano-benzyloxy)-1-(2-fluoro-phenyl)-1H-pyrazole-3-carbonyl]-amino}-3-o-tolyl-propionic acid ethyl ester were dissolved in a mixture of THF, MOH and water (2 ml each), lithium hydroxide (28.7 mg, 1.2 mmol) was added, and the mixture was stirred for 3 h at room temperature. After evaporation of the solvent the residue was subjected to aqueous work-up using EA and a 10% aqueous solution of citric acid. After evaporation of the organic phase the residue was subject...